From a dataset of the Open Reaction Database (ORD), a public repository of structured organic reaction records. describe an organic reaction: reactants, conditions, products, and yield Reactants: FC1=C(C(=C(C(=C1NC(NNC(=O)OCC)=O)F)F)F)F (4-(Pentafluorophenyl)-1-carbethoxysemicarbazide), C([O-])([O-])=O.[K+].[K+] (potassium carbonate). The solvent is O (water). Run at temperature 70 celsius. Yields the product FC1=C(C(=C(C(=C1N1C(NNC1=O)=O)F)F)F)F (4-(Pentafluorophenyl)-urazole). As a reaction SMILES: [F:1][C:2]1[C:7]([NH:8][C:9](=[O:17])[NH:10][NH:11][C:12](OCC)=[O:13])=[C:6]([F:18])[C:5]([F:19])=[C:4]([F:20])[C:3]=1[F:21].C(=O)([O-])[O-].[K+].[K+]>O>[F:18][C:6]1[C:7]([N:8]2[C:9](=[O:17])[NH:10][NH:11][C:12]2=[O:13])=[C:2]([F:1])[C:3]([F:21])=[C:4]([F:20])[C:5]=1[F:19] |f:1.2.3|. Reported procedure: 4-(Pentafluorophenyl)-1-carbethoxysemicarbazide, 2.13 g (0.0068 M), and potassium carbonate, 0.938 g (0.0068 M), are added to 75 ml of water. The mixture is heated at 70° C. under N2 about 12 hours. The solution is cooled in an ice bath and filtered to remove a trace of starting material. The pH of the solution is adjusted to pH 7 with concentrated HCl and extracted with ethyl acetate to remove a product which is less polar than the urazole in the TLC system, chloroform/ethyl acetate/acetic acid... Starting materials: CC(C)(C)OC(=O)NC1CCC(N=[N+]=[N-])CNC1=O, CN1CC(OCCCCCCN=[N+]=[N-])CCC(NC(=O)OC(C)(C)C)C1=O. The product is [N-]=[N+]=NC1CCC(N)C(=O)NC1. Reaction SMILES: [C:1]([O:2][C:3](=[O:4])[NH:7][CH:8]1[C:9](=[O:18])[NH:10][CH2:11][CH:12]([N:15]=[N+:16]=[N-:17])[CH2:13][CH2:14]1)([CH3:5])([CH3:6])[CH3:19].[C:20]([O:21][C:22](=[O:23])[NH:24][CH:25]1[CH2:26][CH2:27][CH:28]([O:29][CH2:30][CH2:31][CH2:32][CH2:33][CH2:34][CH2:35][N:36]=[N+:37]=[N-:38])[CH2:39][N:40]([CH3:41])[C:42]1=[O:43])([CH3:44])([CH3:45])[CH3:46]>>[NH2:7][CH:8]1[C:9](=[O:18])[NH:10][CH2:11][CH:12]([N:15]=[N+:16]=[N-:17])[CH2:13][CH2:14]1.